Task: describe an organic reaction: reactants, conditions, products, and yield. Dataset: the Open Reaction Database (ORD), a public repository of structured organic reaction records Starting materials: CC(C)(C)NS(=O)(=O)c1ccc(Br)s1, CCCC[Sn](CCCC)(CCCC)c1cn(-c2cc(-c3ccc(C(F)(F)F)cc3)cc(C(F)(F)F)n2)cn1, CCCCCCC, Cc1ccccc1, c1ccc(P(c2ccccc2)(c2ccccc2)[Pd](P(c2ccccc2)(c2ccccc2)c2ccccc2)(P(c2ccccc2)(c2ccccc2)c2ccccc2)P(c2ccccc2)(c2ccccc2)c2ccccc2)cc1. Product: CC(C)(C)NS(=O)(=O)c1ccc(-c2cn(-c3cc(-c4ccc(C(F)(F)F)cc4)cc(C(F)(F)F)n3)cn2)s1. Reaction SMILES: [C:39]([CH3:40])([CH3:41])([CH3:42])[NH:43][S:44](=[O:45])(=[O:46])[c:47]1[s:48][c:49]([Br:52])[cH:50][cH:51]1.[CH2:1]([Sn:2]([CH2:3][CH2:4][CH2:5][CH3:31])([c:6]1[n:7][cH:8][n:9](-[c:11]2[n:12][c:13]([C:27]([F:28])([F:29])[F:30])[cH:14][c:15](-[c:17]3[cH:18][cH:19][c:20]([C:23]([F:24])([F:25])[F:26])[cH:21][cH:22]3)[cH:16]2)[cH:10]1)[CH2:32][CH2:33][CH2:34][CH3:35])[CH2:36][CH2:37][CH3:38].[CH3:53][CH2:54][CH2:55][CH2:56][CH2:57][CH2:58][CH3:59].[CH3:60][c:61]1[cH:62][cH:63][cH:64][cH:65][cH:66]1.[cH:67]1[cH:68][cH:69][c:70]([P:71]([Pd:72]([P:73]([c:74]2[cH:75][cH:76][cH:77][cH:78][cH:79]2)([c:80]2[cH:81][cH:82][cH:83][cH:84][cH:85]2)[c:86]2[cH:87][cH:88][cH:89][cH:90][cH:91]2)([P:92]([c:93]2[cH:94][cH:95][cH:96][cH:97][cH:98]2)([c:99]2[cH:100][cH:101][cH:102][cH:103][cH:104]2)[c:105]2[cH:106][cH:107][cH:108][cH:109][cH:110]2)[P:111]([c:112]2[cH:113][cH:114][cH:115][cH:116][cH:117]2)([c:118]2[cH:119][cH:120][cH:121][cH:122][cH:123]2)[c:124]2[cH:125][cH:126][cH:127][cH:128][cH:129]2)([c:130]2[cH:131][cH:132][cH:133][cH:134][cH:135]2)[c:136]2[cH:137][cH:138][cH:139][cH:140][cH:141]2)[cH:142][cH:143]1>>[c:6]1(-[c:49]2[s:48][c:47]([S:44]([NH:43][C:39]([CH3:40])([CH3:41])[CH3:42])(=[O:45])=[O:46])[cH:51][cH:50]2)[n:7][cH:8][n:9](-[c:11]2[n:12][c:13]([C:27]([F:28])([F:29])[F:30])[cH:14][c:15](-[c:17]3[cH:18][cH:19][c:20]([C:23]([F:24])([F:25])[F:26])[cH:21][cH:22]3)[cH:16]2)[cH:10]1. Reactants: CC1C(=O)N2C(CCCN3CCC4(CC4)C(O)C3)COC2(C)CN1C(=O)OCc1ccccc1, CO, [Pd]. The product is CC1NCC2(C)OCC(CCCN3CCC4(CC4)C(O)C3)N2C1=O. As a reaction SMILES: [CH2:1]([O:2][C:3](=[O:4])[N:11]1[CH2:12][C:13]2([CH3:34])[N:14]([C:15](=[O:18])[CH:16]1[CH3:17])[CH:19]([CH2:22][CH2:23][CH2:24][N:25]1[CH2:26][CH:27]([OH:33])[C:28]3([CH2:29][CH2:30]3)[CH2:31][CH2:32]1)[CH2:20][O:21]2)[c:5]1[cH:6][cH:7][cH:8][cH:9][cH:10]1.[CH3:35][OH:36].[Pd:37]>>[NH:11]1[CH2:12][C:13]2([CH3:34])[N:14]([C:15](=[O:18])[CH:16]1[CH3:17])[CH:19]([CH2:22][CH2:23][CH2:24][N:25]1[CH2:26][CH:27]([OH:33])[C:28]3([CH2:29][CH2:30]3)[CH2:31][CH2:32]1)[CH2:20][O:21]2. Reactants: [Al+3], O=C([O-])C(O)C(O)C(=O)[O-], COC(=O)c1cccc2ncn(C(c3ccccc3)(c3ccccc3)c3ccccc3)c12, CCOC(C)=O, [H-], [H-], [H-], [H-], [K+], [Li+], [Na+], C1CCOC1. The product is OCc1cccc2ncn(C(c3ccccc3)(c3ccccc3)c3ccccc3)c12. Reaction SMILES: [Al+3:2].[C:39]([CH:40]([CH:41]([C:42]([O-:43])=[O:44])[OH:45])[OH:46])([O-:47])=[O:48].[C:7]([c:8]1[cH:9][cH:10][cH:11][cH:12][cH:13]1)([c:14]1[cH:15][cH:16][cH:17][cH:18][cH:19]1)([c:20]1[cH:21][cH:22][cH:23][cH:24][cH:25]1)[n:26]1[cH:27][n:28][c:29]2[c:30]1[c:31]([C:35](=[O:36])[O:37][CH3:38])[cH:32][cH:33][cH:34]2.[CH3:51][CH2:52][O:53][C:54](=[O:55])[CH3:56].[H-:1].[H-:4].[H-:5].[H-:6].[K+:49].[Li+:3].[Na+:50].[O:57]1[CH2:58][CH2:59][CH2:60][CH2:61]1>>[C:7]([c:8]1[cH:9][cH:10][cH:11][cH:12][cH:13]1)([c:14]1[cH:15][cH:16][cH:17][cH:18][cH:19]1)([c:20]1[cH:21][cH:22][cH:23][cH:24][cH:25]1)[n:26]1[cH:27][n:28][c:29]2[c:30]1[c:31]([CH2:35][OH:36])[cH:32][cH:33][cH:34]2. Reactants: ClC=1SC=C(N1)C=O (2chloro-thiazole-4-carboxaldehyde), CNC (dimethylamine). The solvent is C1CCOC1 (THF), C1CCOC1 (THF). Run at time 16 hour. Yields the product CN(C=1SC=C(N1)C=O)C (2-Dimethylamino-1,3-thiazole-4-carboxaldehyde). Reaction SMILES: Cl[C:2]1[S:3][CH:4]=[C:5]([CH:7]=[O:8])[N:6]=1.[CH3:9][NH:10][CH3:11]>C1COCC1>[CH3:9][N:10]([CH3:11])[C:2]1[S:3][CH:4]=[C:5]([CH:7]=[O:8])[N:6]=1. Procedure details: To a solution of 2-aminothiazole (30 g, 0.3 mmol) in conc. hydrochloric acid (150 mL) at 0° C. was added dropwise a saturated solution of sodium nitrite (20.7 g) in water. After 75 minutes at 0° C., cuprous chloride (29.7 g) was added portionwise and the mixture stirred at 0° C. for a further 150 minutes. The mixture was neutralised with conc. sodium hydroxide solution and partitioned between diethyl ether and water. The organic phase was washed with brine, dried over sodium sulphate and evapora... Starting materials: [N+](=O)(O)[O-] (nitric acid), ice, C(#N)C=1C=[N+](C=CC1)[O-] (3-cyanopyridine N-oxide), [N+](=O)([O-])[O-].[K+] (potassium nitrate). Run in ice water. Run at temperature 100 celsius, time 15 minute. Yields the product [N+](=O)([O-])C1=C(C=[N+](C=C1)[O-])C#N (4-nitro-3-cyanopyridine N-oxide). As a reaction SMILES: [N+:1]([O-:4])(O)=[O:2].[C:5]([C:7]1[CH:8]=[N+:9]([O-:13])[CH:10]=[CH:11][CH:12]=1)#[N:6].[N+]([O-])([O-])=O.[K+]>>[N+:1]([C:12]1[CH:11]=[CH:10][N+:9]([O-:13])=[CH:8][C:7]=1[C:5]#[N:6])([O-:4])=[O:2] |f:2.3|. Reported procedure: One hundred fifty mL of stirred 15% fuming nitric acid is cooled to 5°-10° C., and 20.4 grams (0.17 mole) of 3-cyanopyridine N-oxide is added portionwise. Upon completion of addition, the reaction mixture is stirred for about 15 minutes, and then 34.4 grams (0.340 mole) of potassium nitrate is added portionwise. Upon completion of addition, the reaction mixture is warmed to about 100° C. where it is stirred for six hours. The reaction mixture is then poured into about 1000 mL of ice-water. The m... The reactants are ClC1=CC=CC2=C(C3=CC=CC=C3C=C12)C=O (4-chloro-9-anthracenecarbaldehyde), CC(CO)(CO)N (2-methyl-2-amino-1,3-propanediol). Solvent: CCO.CCOCC (EtOH Et2O). Product: Cl.ClC1=CC2=C(C3=CC=CC=C3C=C2C=C1)CNC(CO)(CO)C (2-((2-chloro-9-anthracenylmethyl)amino)-2-methyl-1,3-propanediol hydrochloride). As a reaction SMILES: [Cl:1][C:2]1[C:15]2[C:6](=[C:7]([CH:16]=O)[C:8]3[C:13]([CH:14]=2)=[CH:12][CH:11]=[CH:10][CH:9]=3)[CH:5]=[CH:4][CH:3]=1.[CH3:18][C:19]([NH2:24])([CH2:22][OH:23])[CH2:20][OH:21]>CCO.CCOCC>[ClH:1].[Cl:1][C:2]1[CH:3]=[CH:4][C:5]2[C:6](=[C:7]([CH2:16][NH:24][C:19]([CH3:18])([CH2:22][OH:23])[CH2:20][OH:21])[C:8]3[C:13]([CH:14]=2)=[CH:12][CH:11]=[CH:10][CH:9]=3)[CH:15]=1 |f:2.3,4.5|. Procedure: Using the reductive amination procedure outlined in 1, 4-chloro-9-anthracenecarbaldehyde and 2-methyl-2-amino-1,3-propanediol (Aldrich) gave 2-((2-chloro-9-anthracenylmethyl)amino)-2-methyl-1,3-propanediol hydrochloride, mp 225°-226° (dec), (EtOH/Et2O), (C, H, Cl, N). The reactants are B, COc1cc2nccc(Oc3ccc(NC(=O)COc4cc(Cl)ccc4Cl)cc3)c2cc1OC, Cl, [Na+], C1CCOC1, C1CCOC1, [OH-]. The product is COc1cc2nccc(Oc3ccc(NCCOc4cc(Cl)ccc4Cl)cc3)c2cc1OC. Reaction SMILES: [BH3:40].[CH3:1][O:2][c:3]1[cH:4][c:5]2[c:6]([O:15][c:16]3[cH:17][cH:18][c:19]([NH:22][C:23]([CH2:24][O:25][c:26]4[c:27]([Cl:33])[cH:28][cH:29][c:30]([Cl:32])[cH:31]4)=[O:34])[cH:20][cH:21]3)[cH:7][cH:8][n:9][c:10]2[cH:11][c:12]1[O:13][CH3:14].[ClH:41].[Na+:43].[O:35]1[CH2:36][CH2:37][CH2:38][CH2:39]1.[O:44]1[CH2:45][CH2:46][CH2:47][CH2:48]1.[OH-:42]>>[CH3:1][O:2][c:3]1[cH:4][c:5]2[c:6]([O:15][c:16]3[cH:17][cH:18][c:19]([NH:22][CH2:23][CH2:24][O:25][c:26]4[c:27]([Cl:33])[cH:28][cH:29][c:30]([Cl:32])[cH:31]4)[cH:20][cH:21]3)[cH:7][cH:8][n:9][c:10]2[cH:11][c:12]1[O:13][CH3:14]. Starting materials: CS(=O)(=O)Cl, CN(C)c1ccncc1, NCc1cc(Oc2ccc(Nc3cc(-c4ccccc4)nc(N)n3)cc2)ccn1, c1ccncc1. The product is CS(=O)(=O)NCc1cc(Oc2ccc(Nc3cc(-c4ccccc4)nc(N)n3)cc2)ccn1. RXN SMILES: [CH3:1][S:2]([Cl:3])(=[O:4])=[O:5].[CH3:35][N:36]([c:37]1[cH:38][cH:39][n:40][cH:41][cH:42]1)[CH3:43].[NH2:6][CH2:7][c:8]1[n:9][cH:10][cH:11][c:12]([O:14][c:15]2[cH:16][cH:17][c:18]([NH:21][c:22]3[n:23][c:24]([NH2:34])[n:25][c:26](-[c:28]4[cH:29][cH:30][cH:31][cH:32][cH:33]4)[cH:27]3)[cH:19][cH:20]2)[cH:13]1.[cH:44]1[cH:45][cH:46][n:47][cH:48][cH:49]1>>[CH3:1][S:2](=[O:4])(=[O:5])[NH:6][CH2:7][c:8]1[n:9][cH:10][cH:11][c:12]([O:14][c:15]2[cH:16][cH:17][c:18]([NH:21][c:22]3[n:23][c:24]([NH2:34])[n:25][c:26](-[c:28]4[cH:29][cH:30][cH:31][cH:32][cH:33]4)[cH:27]3)[cH:19][cH:20]2)[cH:13]1. Reaction SMILES: Br[CH2:2][C:3]1[CH:8]=[CH:7][CH:6]=[CH:5][C:4]=1[C:9]1[CH:14]=[CH:13][CH:12]=[CH:11][CH:10]=1.[N-:15]=[N+:16]=[N-:17].[Na+].[I-].[Na+]>CS(C)=O>[C:4]1([C:9]2[CH:14]=[CH:13][CH:12]=[CH:11][CH:10]=2)[CH:5]=[CH:6][CH:7]=[CH:8][C:3]=1[CH2:2][N:15]=[N+:16]=[N-:17] |f:1.2,3.4|. Reported procedure: To a solution of 2-(bromomethyl)biphenyl (1.5 g, 6 mmol) in DMSO (15 mL) was added sodium azide (0.59 g, 9 mmol) and a catalytic amount of sodium iodide. The mixture was stirred at room temperature for 2 days. After concentration under reduced pressure, the residue was diluted with ethyl acetate. The organic layer was washed with brine (2×60 mL), dried on sodium sulphate and after filtration was evaporated to dryness to give the title compound as an oil (1.1 g, 87%). 1H NMR (300 MHz, CDCl3, ppm)... Isolated yield 87.6%. The product is C1(=C(C=CC=C1)CN=[N+]=[N-])C1=CC=CC=C1 (2-Biphenylylmethyl azide). Run at time 2 day. Run in CS(=O)C (DMSO). The reactants are BrCC1=C(C=CC=C1)C1=CC=CC=C1 (2-(bromomethyl)biphenyl), [N-]=[N+]=[N-].[Na+] (sodium azide), [I-].[Na+] (sodium iodide).